This data is from the Open Reaction Database (ORD), a public repository of structured organic reaction records. The task is: describe an organic reaction: reactants, conditions, products, and yield The reactants are [Br-], C1CCOC1, C[Mg+], Cc1ccccc1, [Cl-], [NH4+], [Na+], O=C([O-])O, CCOC(=O)C(=O)c1ccc2c(c1)N(S(=O)(=O)c1ccc(OC(F)(F)F)cc1)Cc1ccc(C(F)(F)F)nc1N2, CCOC(=O)C(C)(O)c1ccc2c(c1)N(S(=O)(=O)c1ccc(OC(F)(F)F)cc1)Cc1ccc(C(F)(F)F)nc1N2. Yields the product CC(O)(C(=O)O)c1ccc2c(c1)N(S(=O)(=O)c1ccc(OC(F)(F)F)cc1)Cc1ccc(C(F)(F)F)nc1N2. As a reaction SMILES: [Br-:82].[CH2:92]1[O:93][CH2:94][CH2:95][CH2:96]1.[CH3:83][Mg+:84].[CH3:97][c:98]1[cH:99][cH:100][cH:101][cH:102][cH:103]1.[Cl-:85].[NH4+:86].[Na+:91].[O-:87][C:88]([OH:89])=[O:90].[O:42]=[C:43]([c:44]1[cH:45][cH:46][c:47]2[c:75]([cH:76]1)[N:60]([S:61]([c:62]1[cH:63][cH:64][c:65]([O:66][C:67]([F:68])([F:69])[F:70])[cH:71][cH:72]1)(=[O:73])=[O:74])[CH2:59][c:58]1[c:49]([n:50][c:51]([C:52]([F:53])([F:54])[F:55])[cH:56][cH:57]1)[NH:48]2)[C:77]([O:78][CH2:79][CH3:80])=[O:81].[OH:1][C:2]([C:3](=[O:4])[O:5][CH2:6][CH3:7])([CH3:8])[c:9]1[cH:10][cH:11][c:12]2[c:13]([cH:41]1)[N:14]([S:27](=[O:28])(=[O:29])[c:30]1[cH:31][cH:32][c:33]([O:36][C:37]([F:38])([F:39])[F:40])[cH:34][cH:35]1)[CH2:15][c:16]1[c:17]([n:19][c:20]([C:23]([F:24])([F:25])[F:26])[cH:21][cH:22]1)[NH:18]2>>[OH:1][C:2]([C:3](=[O:4])[OH:5])([CH3:8])[c:9]1[cH:10][cH:11][c:12]2[c:13]([cH:41]1)[N:14]([S:27](=[O:28])(=[O:29])[c:30]1[cH:31][cH:32][c:33]([O:36][C:37]([F:38])([F:39])[F:40])[cH:34][cH:35]1)[CH2:15][c:16]1[c:17]([n:19][c:20]([C:23]([F:24])([F:25])[F:26])[cH:21][cH:22]1)[NH:18]2. The reactants are O=C([O-])[O-], CCO, Nc1nc(Cl)cc(OC(c2ccc(-c3cccc(F)c3)cc2)C(F)(F)F)n1, [Na+], [Na+], COC(=O)C(=O)Nc1ccc(B2OC(C)(C)C(C)(C)O2)cc1, O. Yields the product COC(=O)C(=O)Nc1ccc(-c2cc(OC(c3ccc(-c4cccc(F)c4)cc3)C(F)(F)F)nc(N)n2)cc1. RXN SMILES: [C:50](=[O:51])([O-:52])[O-:53].[CH3:56][CH2:57][OH:58].[Cl:1][c:2]1[n:3][c:4]([NH2:27])[n:5][c:6]([O:8][CH:9]([C:10]([F:11])([F:12])[F:13])[c:14]2[cH:15][cH:16][c:17](-[c:20]3[cH:21][c:22]([F:26])[cH:23][cH:24][cH:25]3)[cH:18][cH:19]2)[cH:7]1.[Na+:54].[Na+:55].[O:28]=[C:29]([C:30](=[O:31])[O:32][CH3:33])[NH:34][c:35]1[cH:36][cH:37][c:38]([B:41]2[O:42][C:43]([CH3:44])([CH3:45])[C:46]([CH3:47])([CH3:48])[O:49]2)[cH:39][cH:40]1.[OH2:59]>>[c:2]1(-[c:38]2[cH:37][cH:36][c:35]([NH:34][C:29](=[O:28])[C:30](=[O:31])[O:32][CH3:33])[cH:40][cH:39]2)[n:3][c:4]([NH2:27])[n:5][c:6]([O:8][CH:9]([C:10]([F:11])([F:12])[F:13])[c:14]2[cH:15][cH:16][c:17](-[c:20]3[cH:21][c:22]([F:26])[cH:23][cH:24][cH:25]3)[cH:18][cH:19]2)[cH:7]1. Procedure details: A procedure similar to that in Example 7 was used. N-[5-n-butyl-4-(4-methoxy-phenyl)-thiazol-2-yl]-3,4,5-trimethoxy-benzamide prepared in Example 64 and boron tribromide were used as starting materials, the crude product was purified by recrystallization with acetone to give a product as a white solid in a yield of 47.5%, mp: 119-120 └. 1H-NMR (DMSO-d6, 400 MHz) δ: 0.88 (3H, t, J=7.2 Hz, CH3), 1.35 (2H, sextuple, J=7.20 Hz, CH2), 1.63 (2H, quintuple, J=7.20 Hz, CH2), 2.82 (2H, t, J=7.2 Hz, CH3),... The product is C(CCC)C1=C(N=C(S1)NC(C1=CC(=C(C(=C1)O)O)O)=O)C1=CC=C(C=C1)O (N-[5-n-butyl-4-(4-hydroxy-phenyl)-thiazol-2-yl]-3,4,5-trihydroxy-benzamide). Reactants: C(CCC)C1=C(N=C(S1)NC(C1=CC(=C(C(=C1)OC)OC)OC)=O)C1=CC=C(C=C1)OC (N-[5-n-butyl-4-(4-methoxy-phenyl)-thiazol-2-yl]-3,4,5-trimethoxy-benzamide), B(Br)(Br)Br (boron tribromide). The yield is 47.5%. Reaction SMILES: [CH2:1]([C:5]1[S:9][C:8]([NH:10][C:11](=[O:24])[C:12]2[CH:17]=[C:16]([O:18]C)[C:15]([O:20]C)=[C:14]([O:22]C)[CH:13]=2)=[N:7][C:6]=1[C:25]1[CH:30]=[CH:29][C:28]([O:31]C)=[CH:27][CH:26]=1)[CH2:2][CH2:3][CH3:4].B(Br)(Br)Br>>[CH2:1]([C:5]1[S:9][C:8]([NH:10][C:11](=[O:24])[C:12]2[CH:17]=[C:16]([OH:18])[C:15]([OH:20])=[C:14]([OH:22])[CH:13]=2)=[N:7][C:6]=1[C:25]1[CH:26]=[CH:27][C:28]([OH:31])=[CH:29][CH:30]=1)[CH2:2][CH2:3][CH3:4]. Starting materials: [H-].[Na+] (Sodium hydride), ClC1=CC=CC=2C3=C(NC12)CCN(C3)C (6-Chloro-2-methyl-2,3,4,5-tetrahydro-1H-pyrido[4,3-b]indole), CC1(OC1)C=1C=NC=CC1 (3-(2-Methyl-oxiranyl)-pyridine). The solvent is CN(C)C=O (DMF), CN(C)C=O (DMF). Run at time 5 minute. The product is ClC1=CC=CC=2C3=C(N(C12)CC(C)(O)C=1C=NC=CC1)CCN(C3)C (1-(6-chloro-2-methyl-1,2,3,4-tetrahydro-pyrido[4,3-b]indol-5-yl)-2-pyridin-3-yl-propan-2-ol). The yield is 38.7%. As a reaction SMILES: [Cl:1][C:2]1[C:10]2[NH:9][C:8]3[CH2:11][CH2:12][N:13]([CH3:15])[CH2:14][C:7]=3[C:6]=2[CH:5]=[CH:4][CH:3]=1.[H-].[Na+].[CH3:18][C:19]1([C:22]2[CH:23]=[N:24][CH:25]=[CH:26][CH:27]=2)[CH2:21][O:20]1>CN(C=O)C>[Cl:1][C:2]1[C:10]2[N:9]([CH2:18][C:19]([C:22]3[CH:23]=[N:24][CH:25]=[CH:26][CH:27]=3)([OH:20])[CH3:21])[C:8]3[CH2:11][CH2:12][N:13]([CH3:15])[CH2:14][C:7]=3[C:6]=2[CH:5]=[CH:4][CH:3]=1 |f:1.2|. Reported procedure: 6-Chloro-2-methyl-2,3,4,5-tetrahydro-1H-pyrido[4,3-b]indole (1 g, 4.5 mmol) was dissolved in 15 mL DMF and stirred for 5 min at RT. Sodium hydride (540 mg, 13.5 mmol) was added portionwise at RT under nitrogen. 3-(2-Methyl-oxiranyl)-pyridine (800 mg, 5.9 mmol) was diluted in 5 mL DMF and added dropwise at the same temperature and stirred for 16 h at RT. The reaction was monitored by TLC & LCMS. After consumption of starting material, the reaction mixture was quenched with ice water (30 mL) and f... Reactants: FC=1C=C(C=C(C1)F)C[C@@H]([C@@H]1OC1)NC(OCC1=CC=CC=C1)=O (Benzyl (1S)-2-(3,5-difluorophenyl)-1-[(2S)-oxiranyl]ethylcarbamate), COC1=CC=C2CCCC(C2=C1)N (7-methoxy-1,2,3,4-tetrahydro-1-naphthalenylamine), C(CC)N(C(=O)C=1C=C(C(=O)O)C=C(C1)CC)CCC (3-[(Dipropylamino)carbonyl]-5-ethylbenzoic acid). Yields the product C(C1=CC=CC=C1)[C@@H]([C@@H](CNCC1=CC(=CC=C1)OC)O)NC(C1=CC=C(C=C1)NCCCC)=O (N-{(1S,2R)-1-benzyl-2-hydroxy-3-[(3-methoxybenzyl)amino]-propyl}-4-(butylamino)benzamide). As a reaction SMILES: F[C:2]1[CH:3]=[C:4]([CH2:9][C@H:10]([NH:14][C:15](=[O:24])OCC2C=CC=CC=2)[C@H:11]2[CH2:13][O:12]2)[CH:5]=[C:6](F)[CH:7]=1.[CH3:25][O:26][C:27]1[CH:36]=[C:35]2[C:30](CCC[CH:34]2[NH2:37])=[CH:29][CH:28]=1.C(N(CCC)C([C:44]1[CH:45]=[C:46]([CH:50]=[C:51](CC)[CH:52]=1)C(O)=O)=O)CC>>[CH2:9]([C@H:10]([NH:14][C:15](=[O:24])[C:52]1[CH:44]=[CH:45][C:46]([NH:14][CH2:10][CH2:9][CH2:4][CH3:3])=[CH:50][CH:51]=1)[C@H:11]([OH:12])[CH2:13][NH:37][CH2:34][C:35]1[CH:30]=[CH:29][CH:28]=[C:27]([O:26][CH3:25])[CH:36]=1)[C:4]1[CH:3]=[CH:2][CH:7]=[CH:6][CH:5]=1. Procedure details: Following the general procedure of EXAMPLEs 4, 5 and 6 and making non-critical variations but using tert-butyl 1-(2-oxiranyl)-2-phenylethylcarbamate (V), 3-methoxybenzylamine (VI) and 4-(butylamino)benzoic acid (IX), the title compound is obtained, MR+=476. The reactants are F[C@@H]1[C@H](C1)C1=NC(=NO1)C=1C=CC(=C(N)C1)C (5-(5-((1R,2S)-2-fluorocyclopropyl)-1,2,4-oxadiazol-3-yl)-2-methylaniline), N=1C=C(N2C1C=CC=C2)C(=O)O (imidazo[1,2-a]pyridine-3-carboxylic acid), CN(C)C=O (DMF), C(C(=O)Cl)(=O)Cl (oxalyl chloride). Solvent: N1=CC=CC=C1 (pyridine), ClCCl (dichloromethane). Run at time 1.5 hour. The product is F[C@@H]1[C@H](C1)C1=NC(=NO1)C=1C=CC(=C(C1)NC(=O)C1=CN=C2N1C=CC=C2)C (N-(5-(5-((1R,2S)-2-fluorocyclopropyl)-1,2,4-oxadiazol-3-yl)-2-methylphenyl)imidazo[1,2-a]pyridine-3-carboxamide). RXN SMILES: [N:1]1[CH:2]=[C:3]([C:10]([OH:12])=O)[N:4]2[CH:9]=[CH:8][CH:7]=[CH:6][C:5]=12.C(Cl)(=O)C(Cl)=O.CN(C=O)C.[F:24][C@H:25]1[CH2:27][C@@H:26]1[C:28]1[O:32][N:31]=[C:30]([C:33]2[CH:34]=[CH:35][C:36]([CH3:40])=[C:37]([CH:39]=2)[NH2:38])[N:29]=1>ClCCl.N1C=CC=CC=1>[F:24][C@H:25]1[CH2:27][C@@H:26]1[C:28]1[O:32][N:31]=[C:30]([C:33]2[CH:34]=[CH:35][C:36]([CH3:40])=[C:37]([NH:38][C:10]([C:3]3[N:4]4[CH:9]=[CH:8][CH:7]=[CH:6][C:5]4=[N:1][CH:2]=3)=[O:12])[CH:39]=2)[N:29]=1. Reported procedure: To a stirring suspension of imidazo[1,2-a]pyridine-3-carboxylic acid (1) (52 mg, 0.32 mmol) in anhydrous dichloromethane (2 mL) at 0° C. under Argon was added dropwise oxalyl chloride (56 μL, 0.64 mmol). Then, a drop of anhydrous DMF was added and the reaction mixture was stirred at room temperature for 1.5 hours. The solvent was concentrated and the crude solid was added portion-wise to a stirring solution of 5-(5-((1R,2S)-2-fluorocyclopropyl)-1,2,4-oxadiazol-3-yl)-2-methylaniline (131) (62 mg,...